From a dataset of the Open Reaction Database (ORD), a public repository of structured organic reaction records. describe an organic reaction: reactants, conditions, products, and yield The reactants are NC=1C=C2C=3CC(CCC3NC2=CC1)N(C)C (6-amino-3-(dimethyl)amino-1,2,3,4-tetrahydro-9H-carbazole), COC1=C(C(=O)Cl)C=CC=C1 (2-methoxybenzoyl chloride). The product is COC1=C(C(=O)NC=2C=C3C=4CC(CCC4NC3=CC2)N(C)C)C=CC=C1 (6-(2-methoxybenzoyl)amino-3-(dimethyl)amino-1,2,3,4-tetrahydro-9H-carbazole). The yield is 80.1%. RXN SMILES: [NH2:1][C:2]1[CH:3]=[C:4]2[C:12](=[CH:13][CH:14]=1)[NH:11][C:10]1[CH2:9][CH2:8][CH:7]([N:15]([CH3:17])[CH3:16])[CH2:6][C:5]2=1.[CH3:18][O:19][C:20]1[CH:28]=[CH:27][CH:26]=[CH:25][C:21]=1[C:22](Cl)=[O:23]>>[CH3:18][O:19][C:20]1[CH:28]=[CH:27][CH:26]=[CH:25][C:21]=1[C:22]([NH:1][C:2]1[CH:3]=[C:4]2[C:12](=[CH:13][CH:14]=1)[NH:11][C:10]1[CH2:9][CH2:8][CH:7]([N:15]([CH3:17])[CH3:16])[CH2:6][C:5]2=1)=[O:23]. Reported procedure: Beginning with 10.4 mg (0.046 mMol) 6-amino-3-(dimethyl)amino-1,2,3,4-tetrahydro-9H-carbazole and 8.6 μL (0.051 mMol) 2-methoxybenzoyl chloride, 13.4 mg (80%) of the title compound were recovered as a beige solid. Starting materials: CC(=O)O[C@H]1[C@H](O[C@@H]([C@@H]([C@H]1OC(=O)C)OC(=O)C)O[C@]2([C@H]([C@@H]([C@H](O2)CO)OC(=O)C)OC(=O)C)CO)CO (2,3,4,3',4'-penta-O-acetyl sucrose), C(C)(=O)O (acetic acid). The solvent is C(C(C)C)C(=O)C (methyl isobutyl ketone). Yields the product CC(=O)OC[C@@H]1[C@H]([C@@H]([C@H]([C@H](O1)O[C@@]2([C@@H]([C@@H]([C@@H](O2)CO)OC(=O)C)OC(=O)C)CO)OC(=O)C)OC(=O)C)O (2,3,6,3',4'-penta-O-acetyl sucrose). Isolated yield 75.0%. RXN SMILES: CC([O:4][C@@H:5]1[C@H:10]([O:11][C:12]([CH3:14])=[O:13])[C@@H:9]([O:15][C:16]([CH3:18])=[O:17])[C@@H:8]([O:19][C@:20]2([CH2:35][OH:36])[O:24][C@H:23]([CH2:25][OH:26])[C@@H:22]([O:27][C:28]([CH3:30])=[O:29])[C@@H:21]2[O:31][C:32]([CH3:34])=[O:33])[O:7][C@@H:6]1[CH2:37]O)=O.[C:39]([OH:42])(=[O:41])[CH3:40]>C(C(C)=O)C(C)C>[CH3:40][C:39]([O:42][CH2:37][C@H:6]1[O:7][C@H:8]([O:19][C@@:20]2([CH2:35][OH:36])[O:24][C@@H:23]([CH2:25][OH:26])[C@@H:22]([O:27][C:28]([CH3:30])=[O:29])[C@H:21]2[O:31][C:32]([CH3:34])=[O:33])[C@H:9]([O:15][C:16]([CH3:18])=[O:17])[C@@H:10]([O:11][C:12]([CH3:14])=[O:13])[C@@H:5]1[OH:4])=[O:41]. Reported procedure: 2,3,4,3',4'-penta-O-acetyl sucrose (2 g) was dissolved in methyl isobutyl ketone (20 ml) and acetic acid (1 ml) was added. The reaction of the mixture was heated under reflux (about 126°) for 3 hours. On cooling, the product crystallized to give a yield of 1.5 g (75%) of 2,3,6,3',4'-penta-O-acetyl sucrose. The reactants are Cl (hydrochloric acid), ClC=1C=C(C=CC1Cl)[C@H]1[C@@H](CN(CCO1)C(=O)OC(C)(C)C)C=O (tert-butyl (6R,7R)-7-(3,4-dichlorophenyl)-6-formyl-1,4-oxazepane-4-carboxylate), C[Si](C(F)(F)F)(C)C (trimethyl(trifluoromethyl)silane), [F-].C(CCC)[N+](CCCC)(CCCC)CCCC (tetrabutylammonium fluoride). Run in C1CCOC1 (THF), C1CCOC1 (THF), O (water). Reaction conditions: time 8 hour. Product: ClC=1C=C(C=CC1Cl)[C@H]1[C@@H](CN(CCO1)C(=O)OC(C)(C)C)C(C(F)(F)F)O (tert-butyl (6S,7R)-7-(3,4-dichlorophenyl)-6-(2,2,2-trifluoro-1-hydroxyethyl)-1,4-oxazepane-4-carboxylate). The yield is 77.2%. As a reaction SMILES: [Cl:1][C:2]1[CH:3]=[C:4]([C@@H:9]2[O:15][CH2:14][CH2:13][N:12]([C:16]([O:18][C:19]([CH3:22])([CH3:21])[CH3:20])=[O:17])[CH2:11][C@H:10]2[CH:23]=[O:24])[CH:5]=[CH:6][C:7]=1[Cl:8].C[Si](C)(C)[C:27]([F:30])([F:29])[F:28].[F-].C([N+](CCCC)(CCCC)CCCC)CCC.Cl>C1COCC1.O>[Cl:1][C:2]1[CH:3]=[C:4]([C@@H:9]2[O:15][CH2:14][CH2:13][N:12]([C:16]([O:18][C:19]([CH3:20])([CH3:21])[CH3:22])=[O:17])[CH2:11][C@H:10]2[CH:23]([OH:24])[C:27]([F:30])([F:29])[F:28])[CH:5]=[CH:6][C:7]=1[Cl:8] |f:2.3|. Reported procedure: To a solution (2.6 mL) of tert-butyl (6R,7R)-7-(3,4-dichlorophenyl)-6-formyl-1,4-oxazepane-4-carboxylate (100 mg) in THF were added a solution (1.0 M, 0.534 mL) of trimethyl(trifluoromethyl)silane (190 mg) and tetrabutylammonium fluoride in THF under ice-cooling, and the mixture was stirred at room temperature overnight. To the reaction mixture was added 1 M hydrochloric acid (0.5 ml), and the mixture was further stirred for 3 hr. Distilled water was added, and the mixture was extracted with eth... Reactants: CC(=O)O[BH-](OC(C)=O)OC(C)=O, CC(C)=O, ClCCCl, COC(=O)c1cc(N)c(C#N)cc1C, [Na+], O=C(O)C(F)(F)F. Yields the product COC(=O)c1cc(NC(C)C)c(C#N)cc1C. As a reaction SMILES: [C:26]([O:27][BH-:28]([O:29][C:30](=[O:31])[CH3:32])[O:33][C:34](=[O:35])[CH3:36])(=[O:37])[CH3:38].[CH3:22][C:23]([CH3:24])=[O:25].[Cl:40][CH2:41][CH2:42][Cl:43].[NH2:1][c:2]1[c:3]([C:13]#[N:14])[cH:4][c:5]([CH3:12])[c:6]([C:7](=[O:8])[O:9][CH3:10])[cH:11]1.[Na+:39].[OH:15][C:16]([C:17]([F:18])([F:19])[F:20])=[O:21]>>[NH:1]([c:2]1[c:3]([C:13]#[N:14])[cH:4][c:5]([CH3:12])[c:6]([C:7](=[O:8])[O:9][CH3:10])[cH:11]1)[CH:23]([CH3:22])[CH3:24]. The reactants are C(C)(C)NC=1SC=C(N1)C=1N=C(C2=CC=C(C=C2C1)OC)OC1CN2C(N(CCCCC=CC3CC3(NC(C2C1)=O)C(=O)O)C)=O (17-[3-(2-isopropylaminothiazol-4-yl)-6-methoxyisoquinolin-1-yloxy]-13-methyl-2,14-dioxo-3,13,15-triaza-tricyclo[13.3.0.04,6]octadec-7-ene-4-carboxylic acid), ClC=1N=C(C2=CC=C(C=C2C1)OC)OC1CN2C(N(CCCCC=CC3CC3(NC(C2C1)=O)C(=O)NS(=O)(=O)C1CC1)C)=O (N-[17-(3-chloro-6-methoxyisoquinolin-1-yloxy)-13-methyl-2,14-dioxo-3,13,15-triaza-tricyclo[13.3.0.04,6]octadec-7-ene-4-carbonyl](cyclopropyl) sulfonamide). Product: C(C)(C)NC=1SC=C(N1)C=1N=C(C2=CC=C(C=C2C1)OC)OC1CN2C(N(CCCCC=CC3CC3(NC(C2C1)=O)C(=O)NS(=O)(=O)C1CC1)C)=O (N-[17-[3-(2-isopropylaminothiazol-4-yl)-6-methoxyisoquinolin-1-yloxy]-13-methyl-2,14-dioxo-3,13,15-triaza-tricyclo[13.3.0.04,6]octadec-7-ene-4-carbonyl](cyclopropyl)sulfonamide). Reaction SMILES: [CH:1]([NH:4][C:5]1[S:6][CH:7]=[C:8]([C:10]2[N:11]=[C:12]([O:22][CH:23]3[CH2:40][CH:39]4[N:25]([C:26](=[O:46])[N:27]([CH3:45])[CH2:28][CH2:29][CH2:30][CH2:31][CH:32]=[CH:33][CH:34]5[C:36]([C:42](O)=[O:43])([NH:37][C:38]4=[O:41])[CH2:35]5)[CH2:24]3)[C:13]3[C:18]([CH:19]=2)=[CH:17][C:16]([O:20][CH3:21])=[CH:15][CH:14]=3)[N:9]=1)([CH3:3])[CH3:2].ClC1N=C(OC2CC3N(C(=O)N(C)CCCCC=CC4C(C([NH:82][S:83]([CH:86]5[CH2:88][CH2:87]5)(=[O:85])=[O:84])=O)(NC3=O)C4)C2)C2C(C=1)=CC(OC)=CC=2>>[CH:1]([NH:4][C:5]1[S:6][CH:7]=[C:8]([C:10]2[N:11]=[C:12]([O:22][CH:23]3[CH2:40][CH:39]4[N:25]([C:26](=[O:46])[N:27]([CH3:45])[CH2:28][CH2:29][CH2:30][CH2:31][CH:32]=[CH:33][CH:34]5[C:36]([C:42]([NH:82][S:83]([CH:86]6[CH2:88][CH2:87]6)(=[O:85])=[O:84])=[O:43])([NH:37][C:38]4=[O:41])[CH2:35]5)[CH2:24]3)[C:13]3[C:18]([CH:19]=2)=[CH:17][C:16]([O:20][CH3:21])=[CH:15][CH:14]=3)[N:9]=1)([CH3:3])[CH3:2]. Procedure: The title product 72 was prepared from 17-[3-(2-isopropylaminothiazol-4-yl)-6-methoxyisoquinolin-1-yloxy]-13-methyl-2,14-dioxo-3,13,15-triaza-tricyclo-[13.3.0.04,6]octadec-7-ene-4-carboxylic acid (71) following the same procedures described for the preparation of N-[17-(3-chloro-6-methoxyisoquinolin-1-yloxy)-13-methyl-2,14-dioxo-3,13,15-triaza-tricyclo[13.3.0.04,6]octadec-7-ene-4-carbonyl]-(cyclopropyl)sulfonamide (43, Example 11): m/z=752 (M+H)+. 1H NMR (CDCl3): 0.93-1.03 (m, 1H), 1.05-1.15 (m,...